From a dataset of the Open Reaction Database (ORD), a public repository of structured organic reaction records. describe an organic reaction: reactants, conditions, products, and yield Starting materials: C(C)(=O)O[C@H]1[C@H](OC=2C=NC=C(C2)Br)SC[C@H]([C@@H]1OC(C)=O)OC(C)=O (5-bromo-3-pyridinyl 2,3,4-tri-O-acetyl-5-thio-β-D-xylopyranoside), ClC1=C(C=CC(=C1)F)B(O)O (2-chloro-4-fluoro-phenylboronic acid). Product: C(C)(=O)O[C@H]1[C@H](OC=2C=NC=C(C2)C2=C(C=C(C=C2)F)Cl)SC[C@H]([C@@H]1OC(C)=O)OC(C)=O (5-(2-chloro-4-fluorophenyl)-3-pyridinyl 2,3,4-tri-O-acetyl-5-thio-β-D-xylopyranoside), foam. The yield is 81.0%. As a reaction SMILES: [C:1]([O:4][C@@H:5]1[C@@H:18]([O:19][C:20](=[O:22])[CH3:21])[C@H:17]([O:23][C:24](=[O:26])[CH3:25])[CH2:16][S:15][C@H:6]1[O:7][C:8]1[CH:9]=[N:10][CH:11]=[C:12](Br)[CH:13]=1)(=[O:3])[CH3:2].[Cl:27][C:28]1[CH:33]=[C:32]([F:34])[CH:31]=[CH:30][C:29]=1B(O)O>>[C:1]([O:4][C@@H:5]1[C@@H:18]([O:19][C:20](=[O:22])[CH3:21])[C@H:17]([O:23][C:24](=[O:26])[CH3:25])[CH2:16][S:15][C@H:6]1[O:7][C:8]1[CH:9]=[N:10][CH:11]=[C:12]([C:29]2[CH:30]=[CH:31][C:32]([F:34])=[CH:33][C:28]=2[Cl:27])[CH:13]=1)(=[O:3])[CH3:2]. Procedure details: By following a procedure analogous to Example 27 starting from 5-bromo-3-pyridinyl 2,3,4-tri-O-acetyl-5-thio-β-D-xylopyranoside and 2-chloro-4-fluoro-phenylboronic acid, 5-(2-chloro-4-fluorophenyl)-3-pyridinyl 2,3,4-tri-O-acetyl-5-thio-β-D-xylopyranoside is obtained in the form of an off-white foam (yield 81%).